The task is: describe an organic reaction: reactants, conditions, products, and yield. This data is from the Open Reaction Database (ORD), a public repository of structured organic reaction records. The reactants are O=C([O-])[O-], BrC(Br)(Br)Br, ClCCl, [K+], [K+], N#Cc1ccc(N2CCN(CCO)CC2)cc1C(F)(F)F, c1ccc(P(c2ccccc2)c2ccccc2)cc1. Product: N#Cc1ccc(N2CCN(CCBr)CC2)cc1C(F)(F)F. Reaction SMILES: [C:22](=[O:23])([O-:24])[O-:25].[C:47]([Br:48])([Br:49])([Br:50])[Br:51].[Cl:52][CH2:53][Cl:54].[K+:26].[K+:27].[OH:1][CH2:2][CH2:3][N:4]1[CH2:5][CH2:6][N:7]([c:10]2[cH:11][c:12]([C:18]([F:19])([F:20])[F:21])[c:13]([C:14]#[N:15])[cH:16][cH:17]2)[CH2:8][CH2:9]1.[c:28]1([P:29]([c:30]2[cH:31][cH:32][cH:33][cH:34][cH:35]2)[c:36]2[cH:37][cH:38][cH:39][cH:40][cH:41]2)[cH:42][cH:43][cH:44][cH:45][cH:46]1>>[CH2:2]([CH2:3][N:4]1[CH2:5][CH2:6][N:7]([c:10]2[cH:11][c:12]([C:18]([F:19])([F:20])[F:21])[c:13]([C:14]#[N:15])[cH:16][cH:17]2)[CH2:8][CH2:9]1)[Br:48]. Reactants: C(#N)C1=C(C=C(C(=C1)OC)OC[C@@H]1NCCC1)N=CN(C)C (N′-(2-cyano-4-methoxy-5-[(2R)-pyrrolidin-2-ylmethoxy]phenyl)-N,N-dimethylimidoformamide), BrCCOC(C)(C)C (2-(2-bromoethoxy)-2-methylpropane), C([O-])([O-])=O.[K+].[K+] (potassium carbonate). The solvent is CN(C=O)C (dimethylformamide). Product: C(C)(C)(C)OCCN1[C@H](CCC1)COC=1C(=CC(=C(C1)N=CN(C)C)C#N)OC (N′-(5-{[(2R)-1-(2-tert-butoxyethyl)pyrrolidin-2-yl]methoxy}-2-cyano-4-methoxyphenyl)-N,N-dimethylimidoformamide). The yield is 55.6%. RXN SMILES: [C:1]([C:3]1[CH:8]=[C:7]([O:9][CH3:10])[C:6]([O:11][CH2:12][C@H:13]2[CH2:17][CH2:16][CH2:15][NH:14]2)=[CH:5][C:4]=1[N:18]=[CH:19][N:20]([CH3:22])[CH3:21])#[N:2].Br[CH2:24][CH2:25][O:26][C:27]([CH3:30])([CH3:29])[CH3:28].C(=O)([O-])[O-].[K+].[K+]>CN(C)C=O>[C:27]([O:26][CH2:25][CH2:24][N:14]1[CH2:15][CH2:16][CH2:17][C@@H:13]1[CH2:12][O:11][C:6]1[C:7]([O:9][CH3:10])=[CH:8][C:3]([C:1]#[N:2])=[C:4]([N:18]=[CH:19][N:20]([CH3:21])[CH3:22])[CH:5]=1)([CH3:30])([CH3:29])[CH3:28] |f:2.3.4|. Procedure: N′-(2-cyano-4-methoxy-5-[(2R)-pyrrolidin-2-ylmethoxy]phenyl)-N,N-dimethylimidoformamide (1.23 g, 4.06 mmol) in dimethylformamide (13 ml) was reacted with 2-(2-bromoethoxy)-2-methylpropane (809 mg, 4.47 mmol) in the presence of potassium carbonate (842 mg, 6.1 mmol) at 50° C. for 5 hours. The solvent was then evaporated, and the residue purified by chromatography on silica gel, eluting with dichloromethane:methanol (98:2) then (95:5), to yield N′-(5-{[(2R)-1-(2-tert-butoxyethyl)pyrrolidin-2-yl]me... Reported procedure: The title compound was prepared following the example in preparation 102 using 2-methoxyethylamine (1.0 ml) and (2-amino-6-bromo-3-nitro-pyridin-4-yl)-benzyl-carbamic acid ethyl ester (150 mg), giving the product (121 mg) as a yellow gum. RXN SMILES: [CH3:1][O:2][CH2:3][CH2:4][NH2:5].[CH2:6]([O:8][C:9](=[O:29])[N:10]([C:18]1[CH:23]=[C:22](Br)[N:21]=[C:20]([NH2:25])[C:19]=1[N+:26]([O-:28])=[O:27])[CH2:11][C:12]1[CH:17]=[CH:16][CH:15]=[CH:14][CH:13]=1)[CH3:7]>>[CH2:6]([O:8][C:9](=[O:29])[N:10]([C:18]1[CH:23]=[C:22]([NH:5][CH2:4][CH2:3][O:2][CH3:1])[N:21]=[C:20]([NH2:25])[C:19]=1[N+:26]([O-:28])=[O:27])[CH2:11][C:12]1[CH:13]=[CH:14][CH:15]=[CH:16][CH:17]=1)[CH3:7]. Product: C(C)OC(N(CC1=CC=CC=C1)C1=C(C(=NC(=C1)NCCOC)N)[N+](=O)[O-])=O ([2-Amino-6-(2-methoxy-ethylamino)-3-nitro-pyridin-4-yl]-benzyl-carbamic acid ethyl ester), product. Reactants: COCCN (2-methoxyethylamine), C(C)OC(N(CC1=CC=CC=C1)C1=C(C(=NC(=C1)Br)N)[N+](=O)[O-])=O ((2-amino-6-bromo-3-nitro-pyridin-4-yl)-benzyl-carbamic acid ethyl ester). The reactants are CCOC(C)=O, CO, ClCCl, [NH4+], NC1CCOc2cccnc21, [OH-]. Product: CC(=O)NC1CCOc2cccnc21. Reaction SMILES: [CH3:12][CH2:13][O:14][C:15]([CH3:16])=[O:17].[CH3:23][OH:24].[Cl:20][CH2:21][Cl:22].[NH4+:19].[O:1]1[CH2:2][CH2:3][CH:4]([NH2:11])[c:5]2[n:6][cH:7][cH:8][cH:9][c:10]21.[OH-:18]>>[O:1]1[CH2:2][CH2:3][CH:4]([NH:11][C:13]([CH3:12])=[O:14])[c:5]2[n:6][cH:7][cH:8][cH:9][c:10]21. The reactants are ClCC(=O)OCC (Ethyl 2-chloroacetate), N1=CC=CC=C1 (pyridine), Cl.CN(CCC(=O)C1=CC=CC=C1)C (β-Dimethylamino propiophenone hydrochloride), C(C)(=O)[O-].[NH4+] (ammonium acetate). The solvent is C(C)O (ethanol). Yields the product C1(=CC=CC=C1)C1=CC=CC(N1)=O (6-Phenyl-2-pyridone). Reaction SMILES: ClCC([O:5][CH2:6][CH3:7])=O.[N:8]1C=CC=CC=1.Cl.CN(C)[CH2:17][CH2:18][C:19]([C:21]1[CH:26]=[CH:25][CH:24]=[CH:23][CH:22]=1)=O.C([O-])(=O)C.[NH4+]>C(O)C>[C:21]1([C:19]2[NH:8][C:6](=[O:5])[CH:7]=[CH:17][CH:18]=2)[CH:26]=[CH:25][CH:24]=[CH:23][CH:22]=1 |f:2.3,4.5|. Procedure: Ethyl 2-chloroacetate (10.6 ml, 0.1 mol) is slowly added to hot (105° C.) pyridine (8.9 ml, 0.11 mmol whereby the temperature is maintained in the range of 100° C. to 110° C. The resulting brown oil is dissolve in ethanol (60 ml), β-dimethylamino propiophenone hydrochloride (17.7 g, 0.1 mol; prepared to according to Example 1) and ammonium acetate (60 g) are added and the mixture is boiled under reflux for 4 h. After cooling, the mixture is filtered and the solvent is evaporated in vacuo. The re... The reactants are C(C1=CC=CC=C1)(=O)C1=CC=C(C(=O)Cl)C=C1 (para-benzoyl benzoic acid chloride), C(C)OCCO (2-ethoxyethanol), carbonyl. The product is C(C)OCCOC(C1=CC=C(C=C1)C(C1=CC=CC=C1)=O)=O ((2-Ethoxyethyl)-p-benzoylbenzoate). Procedure: (2-Ethoxyethyl)-p-benzoylbenzoate was prepared from para-benzoyl benzoic acid chloride and 2-ethoxyethanol. The structure of the product was confirmed by the presence of carbonyl bands in the infrared spectrum at 1670 and 1730 cm-1. When added at 4% by weight loading to the solution described in Example 1, a cure rate of 15 ft./min./lamp was obtained. A sample in the same test solution was stable after three months storage following the procedure described in Example 5. RXN SMILES: [C:1]([C:9]1[CH:17]=[CH:16][C:12]([C:13](Cl)=[O:14])=[CH:11][CH:10]=1)(=[O:8])[C:2]1[CH:7]=[CH:6][CH:5]=[CH:4][CH:3]=1.[CH2:18]([O:20][CH2:21][CH2:22][OH:23])[CH3:19]>>[CH2:18]([O:20][CH2:21][CH2:22][O:23][C:13](=[O:14])[C:12]1[CH:11]=[CH:10][C:9]([C:1](=[O:8])[C:2]2[CH:7]=[CH:6][CH:5]=[CH:4][CH:3]=2)=[CH:17][CH:16]=1)[CH3:19]. The reactants are TEA, C(=O)O (formic acid), C(#N)C1=CC=C(C=C1)/C=C/C(=O)OCC (ethyl (2E)-3-(4-cyanophenyl)-2-propenoate). Reagents/catalysts: [Pd] (Pd/C). Run in C(C)(=O)OCC (ethyl acetate). Conditions: temperature 90 celsius. Product: C(#N)C1=CC=C(C=C1)CCC(=O)OCC (Ethyl 3-(4-cyanophenyl)propanoate). Yield: 97.2%. Reaction SMILES: [C:1]([C:3]1[CH:8]=[CH:7][C:6](/[CH:9]=[CH:10]/[C:11]([O:13][CH2:14][CH3:15])=[O:12])=[CH:5][CH:4]=1)#[N:2].C(O)=O>C(OCC)(=O)C.[Pd]>[C:1]([C:3]1[CH:8]=[CH:7][C:6]([CH2:9][CH2:10][C:11]([O:13][CH2:14][CH3:15])=[O:12])=[CH:5][CH:4]=1)#[N:2]. Procedure details: Pd/C (0.6 g, 10%, 50% water wet) was added to a solution of ethyl (2E)-3-(4-cyanophenyl)-2-propenoate (2.7 g, 13.42 mmol) in ethyl acetate (40 mL) under an argon atmosphere. It was mixed with TEA (3.74 mL, 26.8 mmol) and formic acid (2.57 mL, 67.1 mmol). The reaction mixture was refluxed at 90° C. under argon for 1 h. It was filtered through a Celite pad. The filtrate was then washed with water, 5% NaHCO3 solution and brine, dried over Na2SO4, and concentrated to provide the title compound as a ... Reactants: C(C)(=O)N1C(SC2=C1C=CC=C2)C2=C(C=CC=C2)O (3-acetyl-2-(2-hydroxyphenyl)benzothiazoline), CN(CCCCl)C (3-dimethylaminopropyl chloride), [H-].[Na+] (sodium hydride). The solvent is CN(C)C=O (DMF), CN(C)C=O (DMF), CN(C)C=O (DMF). Run at time 20 minute. Product: C(C)(=O)N1C(SC2=C1C=CC=C2)C2=C(C=CC=C2)OCCCN(C)C (3-Acetyl-2-[2-(3-dimethylaminopropoxy)phenyl]benzothiazoline). Yield: 56.0%. As a reaction SMILES: [H-].[Na+].[C:3]([N:6]1[C:10]2[CH:11]=[CH:12][CH:13]=[CH:14][C:9]=2[S:8][CH:7]1[C:15]1[CH:20]=[CH:19][CH:18]=[CH:17][C:16]=1[OH:21])(=[O:5])[CH3:4].[CH3:22][N:23]([CH3:28])[CH2:24][CH2:25][CH2:26]Cl>CN(C=O)C>[C:3]([N:6]1[C:10]2[CH:11]=[CH:12][CH:13]=[CH:14][C:9]=2[S:8][CH:7]1[C:15]1[CH:20]=[CH:19][CH:18]=[CH:17][C:16]=1[O:21][CH2:26][CH2:25][CH2:24][N:23]([CH3:28])[CH3:22])(=[O:5])[CH3:4] |f:0.1|. Procedure details: To the suspension of 0.26 g of the sodium hydride in anhydrous DMF, the solution of 1.36 g of 3-acetyl-2-(2-hydroxyphenyl)benzothiazoline in 5 ml of anhydrous DMF is added dropwise under nitrogen atmosphere at room temperature. After the addition, the reaction mixture is stirred for 20 minutes at room temperature. To the reaction mixture, the solution of 0.61 g of 3-dimethylaminopropyl chloride in 10 ml of anhydrous DMF is added. The reaction mixture is stirred for 2 hours at 80° C., and washed ... Reactants: CN1Cc2c(C(=O)N3CCCC3)ccc(N(C(=O)[O-])C(C)(C)C)c2C1=O, ClCCl, O=C(O)C(F)(F)F. The product is CN1Cc2c(C(=O)N3CCCC3)ccc(N)c2C1=O. RXN SMILES: [C:1]([N:5]([C:2](=[O:3])[O-:4])[c:9]1[c:10]2[c:14]([c:15]([C:18](=[O:19])[N:20]3[CH2:21][CH2:22][CH2:23][CH2:24]3)[cH:16][cH:17]1)[CH2:13][N:12]([CH3:25])[C:11]2=[O:26])([CH3:6])([CH3:7])[CH3:8].[Cl:34][CH2:35][Cl:36].[F:27][C:28]([F:29])([F:30])[C:31]([OH:32])=[O:33]>>[NH2:5][c:9]1[c:10]2[c:14]([c:15]([C:18](=[O:19])[N:20]3[CH2:21][CH2:22][CH2:23][CH2:24]3)[cH:16][cH:17]1)[CH2:13][N:12]([CH3:25])[C:11]2=[O:26]. Reactants: CC(C)(C)OC(=O)NC(CO)Cc1ccc([N+](=O)[O-])cc1, ClCCl, O=C(O)C(F)(F)F. Product: NC(CO)Cc1ccc([N+](=O)[O-])cc1. As a reaction SMILES: [C:8]([O:9][C:10](=[O:11])[NH:14][CH:15]([CH2:16][OH:17])[CH2:18][c:19]1[cH:20][cH:21][c:22]([N+:25](=[O:26])[O-:27])[cH:23][cH:24]1)([CH3:12])([CH3:13])[CH3:28].[Cl:29][CH2:30][Cl:31].[F:1][C:2]([F:3])([F:4])[C:5]([OH:6])=[O:7]>>[NH2:14][CH:15]([CH2:16][OH:17])[CH2:18][c:19]1[cH:20][cH:21][c:22]([N+:25](=[O:26])[O-:27])[cH:23][cH:24]1.